Dataset: the Open Reaction Database (ORD), a public repository of structured organic reaction records. Task: describe an organic reaction: reactants, conditions, products, and yield The reactants are CCOC(CO)OCC, C1CCOC1, O=[N+]([O-])c1c(F)cc(F)c(F)c1Nc1ccc(I)cc1F, [H-], [Na+]. The product is CCOC(COc1cc(F)c(F)c(Nc2ccc(I)cc2F)c1[N+](=O)[O-])OCC. RXN SMILES: [CH2:1]([CH3:2])[O:3][CH:4]([CH2:5][OH:6])[O:7][CH2:8][CH3:9].[CH2:33]1[O:34][CH2:35][CH2:36][CH2:37]1.[F:12][c:13]1[c:14]([NH:20][c:21]2[c:22]([F:32])[c:23]([F:31])[cH:24][c:25]([F:30])[c:26]2[N+:27](=[O:28])[O-:29])[cH:15][cH:16][c:17]([I:19])[cH:18]1.[H-:11].[Na+:10]>>[CH2:1]([CH3:2])[O:3][CH:4]([CH2:5][O:6][c:25]1[cH:24][c:23]([F:31])[c:22]([F:32])[c:21]([NH:20][c:14]2[c:13]([F:12])[cH:18][c:17]([I:19])[cH:16][cH:15]2)[c:26]1[N+:27](=[O:28])[O-:29])[O:7][CH2:8][CH3:9].